This data is from the Open Reaction Database (ORD), a public repository of structured organic reaction records. The task is: describe an organic reaction: reactants, conditions, products, and yield Reactants: IC1=C(C=C(C=C1)I)F (2,5-diiodofluorobenzene), Cl.OCC=1N=CNC1 (4-hydroxymethylimidazole hydrochloride), OC=1C=CC=C2C=CC=NC12 (8-hydroxyquinoline), C(=O)([O-])[O-].[K+].[K+] (K2CO3). Reagents/catalysts: [Cu]I (CuI). Run in CS(=O)C (DMSO), CCOC(=O)C (EtOAc), O (H2O). Conditions: temperature 130 celsius. Yields the product FC=1C=C(C=CC1I)N1C=NC(=C1)CO ((1-(3-fluoro-4-iodophenyl)-1H-imidazol-4-yl)methanol). As a reaction SMILES: [I:1][C:2]1[CH:7]=[CH:6][C:5](I)=[CH:4][C:3]=1[F:9].Cl.[OH:11][CH2:12][C:13]1[N:14]=[CH:15][NH:16][CH:17]=1.OC1C=CC=C2C=1N=CC=C2.C([O-])([O-])=O.[K+].[K+]>CS(C)=O.[Cu]I.CCOC(C)=O.O>[F:9][C:3]1[CH:4]=[C:5]([N:16]2[CH:17]=[C:13]([CH2:12][OH:11])[N:14]=[CH:15]2)[CH:6]=[CH:7][C:2]=1[I:1] |f:1.2,4.5.6|. Reported procedure: A mixture of 2,5-diiodofluorobenzene II-4 (2.50 g, 7.18 mmol), 4-hydroxymethylimidazole hydrochloride (0.967 g, 7.18 mmol), 8-hydroxyquinoline (0.104 g, 0.717 mmol) and K2CO3 (2.00 g, 14.5 mmol) in DMSO (12 mL) was degassed with Ar before being charged with CuI (0.136 g, 0.716 mmol). The mixture in a sealed tube was heated at 130° C. overnight. After being cooled to room temperature, H2O and EtOAc were added. It was filtered through celite. The organic phase was separated, dried over Na2SO4, con...